Dataset: the Open Reaction Database (ORD), a public repository of structured organic reaction records. Task: describe an organic reaction: reactants, conditions, products, and yield Starting materials: C(C1=CC=CC=C1)NC(C(=O)O)C1=CC=CC=C1 (2-(benzylamino)-2-phenylacetic acid), C1CCC(CC1)N=C=NC2CCCCC2 (DCC), C=1C=CC2=C(C1)N=NN2O (HOBt), N12C[C@@H](C(CC1)CC2)O (3(R)-quinuclidinol). Solvent: C1CCOC1 (THF). Conditions: time 8 hour. The product is C(C1=CC=CC=C1)NC(C(=O)O[C@H]1CN2CCC1CC2)C2=CC=CC=C2 ((R)-quinuclidin-3-yl 2-(benzylamino)-2-phenylacetate). The yield is 52.0%. As a reaction SMILES: [CH2:1]([NH:8][CH:9]([C:13]1[CH:18]=[CH:17][CH:16]=[CH:15][CH:14]=1)[C:10]([OH:12])=[O:11])[C:2]1[CH:7]=[CH:6][CH:5]=[CH:4][CH:3]=1.C1CCC(N=C=NC2CCCCC2)CC1.C1C=CC2N(O)N=NC=2C=1.[N:44]12[CH2:51][CH2:50][CH:47]([CH2:48][CH2:49]1)[C@@H:46](O)[CH2:45]2>C1COCC1>[CH2:1]([NH:8][CH:9]([C:13]1[CH:18]=[CH:17][CH:16]=[CH:15][CH:14]=1)[C:10]([O:12][C@@H:46]1[CH:47]2[CH2:50][CH2:51][N:44]([CH2:49][CH2:48]2)[CH2:45]1)=[O:11])[C:2]1[CH:3]=[CH:4][CH:5]=[CH:6][CH:7]=1. Reported procedure: A mixture of 2-(benzylamino)-2-phenylacetic acid (I23) (0.94 g, 3.90 mmol), DCC (0.97 g, 4.70 mmol), HOBt (0.63 g, 4.07 mmol) and 3(R)-quinuclidinol (1.51 g, 11.7 mmol) in dry THF (30 mL) is stirred at room temperature overnight under nitrogen flowstream (LC-MS monitoring: complete conversion). The solvent is evaporated and the residue is taken up with EtOAc and washed twice with water. The organic phase is dried over Na2SO4, filtered and evaporated to dryness. The resulting crude is purified by... Procedure details: To a solution of 140 mg (0.433 mmol) of 2-[(3-methoxycarbonylthieno[2, 3-c]pyridin-7-yl)methylthio]benzimidazole (Ia-10) in 6 ml of CHCl3 and 2 ml of MeOH was added 94 mg (1.1 equivalents) of 80% m-CPBA in the ice-water bath of -10° C., and the mixture was allowed to react for 1 hr. at -10° C. The solution was treated with 10 % aqueous sodium sulfite and saturated aqueous NaHCO3 and extracted with CH2Cl2. The extract was subjected to silica gel column chromatography, eluting with CH2Cl2 --MeOH, ... Run in C(Cl)(Cl)Cl (CHCl3), CO (MeOH), ice water. RXN SMILES: [CH3:1][O:2][C:3]([C:5]1[C:13]2[C:8](=[C:9]([CH2:14][S:15][C:16]3[NH:17][C:18]4[CH:24]=[CH:23][CH:22]=[CH:21][C:19]=4[N:20]=3)[N:10]=[CH:11][CH:12]=2)[S:7][CH:6]=1)=[O:4].C1C=C(Cl)C=C(C(OO)=[O:33])C=1.S([O-])([O-])=O.[Na+].[Na+].C([O-])(O)=O.[Na+]>C(Cl)(Cl)Cl.CO>[C:3]([C:5]1[C:13]2[C:8](=[C:9]([CH2:14][S:15]([C:16]3[NH:17][C:18]4[CH:24]=[CH:23][CH:22]=[CH:21][C:19]=4[N:20]=3)=[O:33])[N:10]=[CH:11][CH:12]=2)[S:7][CH:6]=1)([O:2][CH3:1])=[O:4] |f:2.3.4,5.6|. Yields the product C(=O)(OC)C1=CSC2=C(N=CC=C21)CS(=O)C=2NC1=C(N2)C=CC=C1 ((3-carbomethoxythieno[2, 3-c]pyridin-7-yl)methylsulfinylbenzimidazole). Starting materials: COC(=O)C1=CSC2=C(N=CC=C21)CSC=2NC1=C(N2)C=CC=C1 (2-[(3-methoxycarbonylthieno[2, 3-c]pyridin-7-yl)methylthio]benzimidazole), C1=CC(=CC(=C1)Cl)C(=O)OO (m-CPBA), S(=O)([O-])[O-].[Na+].[Na+] (sodium sulfite), C(=O)(O)[O-].[Na+] (NaHCO3). Reactants: CC(CNC1=C(C=CC(=C1)C(F)(F)F)C)C ((2-methylpropyl)[2-methyl-5-(trifluoromethyl)phenyl]amine), ClS(=O)(=O)C1=CC=C(C=C1)CC(C(=O)OCC)(C)C (ethyl 3-[4-(chlorosulfonyl)phenyl]-2,2-dimethylpropanoate). Run in N1=CC=CC=C1 (pyridine). Run at temperature 20 celsius, time 30 minute. Product: C(C(C)C)N(S(=O)(=O)C1=CC=C(C=C1)CC(C(=O)OCC)(C)C)C1=C(C=CC(=C1)C(F)(F)F)C (ethyl 3-(4-(N-isobutyl-N-(2-methyl-5-(trifluoromethyl)phenyl)sulfamoyl)phenyl)-2,2-dimethylpropanoate). RXN SMILES: [CH3:1][CH:2]([CH3:16])[CH2:3][NH:4][C:5]1[CH:10]=[C:9]([C:11]([F:14])([F:13])[F:12])[CH:8]=[CH:7][C:6]=1[CH3:15].Cl[S:18]([C:21]1[CH:26]=[CH:25][C:24]([CH2:27][C:28]([CH3:35])([CH3:34])[C:29]([O:31][CH2:32][CH3:33])=[O:30])=[CH:23][CH:22]=1)(=[O:20])=[O:19]>N1C=CC=CC=1>[CH2:3]([N:4]([C:5]1[CH:10]=[C:9]([C:11]([F:12])([F:13])[F:14])[CH:8]=[CH:7][C:6]=1[CH3:15])[S:18]([C:21]1[CH:22]=[CH:23][C:24]([CH2:27][C:28]([CH3:34])([CH3:35])[C:29]([O:31][CH2:32][CH3:33])=[O:30])=[CH:25][CH:26]=1)(=[O:20])=[O:19])[CH:2]([CH3:16])[CH3:1]. Procedure: To a stirred solution of (2-methylpropyl)[2-methyl-5-(trifluoromethyl)phenyl]amine (50 mg, 0.216 mmol) in pyridine (5 mL) in air, at room temperature, was added ethyl 3-[4-(chlorosulfonyl)phenyl]-2,2-dimethylpropanoate (65.9 mg, 0.216 mmol). The reaction mixture was stirred at 20° C. for 30 minutes, then stood overnight. The solvent was evaporated in vacuo to give the crude material which was then purified by MDAP (Method F) to give the required product, 20 mg. LCMS (M+1) 500, RT 1.53 mins. Starting materials: [N+](=O)([O-])C=1C=C(C=CC1)B(O)O (3-nitrobenzeneboronic acid), BrC1=CC(=C(N)C=C1)F (4-bromo-2-Fluoroaniline), C(=O)([O-])[O-].[K+].[K+] (K2CO3), C1(=CC=CC=C1)C (toluene). The reagents and catalysts are C=1C=CC(=CC1)[P](C=2C=CC=CC2)(C=3C=CC=CC3)[Pd]([P](C=4C=CC=CC4)(C=5C=CC=CC5)C=6C=CC=CC6)([P](C=7C=CC=CC7)(C=8C=CC=CC8)C=9C=CC=CC9)[P](C=1C=CC=CC1)(C=1C=CC=CC1)C=1C=CC=CC1 ((PPh3)4Pd). Run in O (water), CCOC(=O)C (EtOAc). Conditions: temperature 95 celsius. Product: FC=1C=C(C=C2C(=CC(NC12)(C)C)C)C1=CC(=CC=C1)[N+](=O)[O-] (8-Fluoro-1,2-dihydro-2,2,4-trimethyl-6-(3-nitrophenyl)quinoline). As a reaction SMILES: [N+:1]([C:4]1[CH:5]=[C:6](B(O)O)[CH:7]=[CH:8][CH:9]=1)([O-:3])=[O:2].Br[C:14]1[CH:20]=[CH:19][C:17]([NH2:18])=[C:16]([F:21])[CH:15]=1.C([O-])([O-])=O.[K+].[K+].[C:28]1([CH3:34])[CH:33]=C[CH:31]=[CH:30][CH:29]=1>O.CCOC(C)=O.C1C=CC([P]([Pd]([P](C2C=CC=CC=2)(C2C=CC=CC=2)C2C=CC=CC=2)([P](C2C=CC=CC=2)(C2C=CC=CC=2)C2C=CC=CC=2)[P](C2C=CC=CC=2)(C2C=CC=CC=2)C2C=CC=CC=2)(C2C=CC=CC=2)C2C=CC=CC=2)=CC=1>[F:21][C:16]1[CH:15]=[C:14]([C:6]2[CH:7]=[CH:8][CH:9]=[C:4]([N+:1]([O-:3])=[O:2])[CH:5]=2)[CH:20]=[C:19]2[C:17]=1[NH:18][C:28]([CH3:34])([CH3:33])[CH:29]=[C:30]2[CH3:31] |f:2.3.4,^1:45,47,66,85|. Procedure: A mixture of 3-nitrobenzeneboronic acid (0.70 g, 4.2 mmol), 4-bromo-2-Fluoroaniline (730 mg, 4.0 mmol), (PPh3)4Pd (93 mg, 0.08 mmol), and K2CO3 (0.69 g, 5.0 mmol) in toluene (20 mL) and water (2 mL) was heated at 95° C. for 16 h and the mixture was diluted with EtOAc (20 mL). The mixture was washed with water (10 mL) and brine (10 mL), concentrated and purified by silica gel chromatography to afford the 4-amino-3-Fluoro-3′-nitrobiphenyl (structure 82 of Scheme XXI, where R1═R3-7=H, R8=F) (0.4 g,... The product is [N+](=O)([O-])C1=CC=CC=2NCCNCC21 (6-Nitro-2,3,4,5-tetrahydro-1H-benzo[e][1,4]diazepine). Yield: 12.5%. Procedure: 6-Nitro-1,2,3,4-tetrahydro-benzo[e][1,4]diazepin-5-one (1.20 g, 5.8 mmol) was dissolved in THF (50 mL) and the solution was treated with 1N Borane-THF (2.77 mL, 28.95 mmol). The reaction mixture was then refluxed overnight. Upon cooling, the solution was treated with methanol (50 mL) and was then reduced in vacuo. The residue was taken up in ethyl acetate (40 mL) and was washed with saturated NaHCO3 (100 mL). Organics were extracted with ethyl acetate (3×40 mL) and were then dried over Na2SO4, f... Run in C(C)(=O)OCC (ethyl acetate), C1CCOC1 (THF). Starting materials: B.C1CCOC1 (Borane THF), [N+](=O)([O-])C1=CC=CC=2NCCNC(C21)=O (6-Nitro-1,2,3,4-tetrahydro-benzo[e][1,4]diazepin-5-one), CO (methanol). As a reaction SMILES: [N+:1]([C:4]1[C:14]2[C:13](=O)[NH:12][CH2:11][CH2:10][NH:9][C:8]=2[CH:7]=[CH:6][CH:5]=1)([O-:3])=[O:2].B.C1COCC1.CO>C1COCC1.C(OCC)(=O)C>[N+:1]([C:4]1[C:14]2[CH2:13][NH:12][CH2:11][CH2:10][NH:9][C:8]=2[CH:7]=[CH:6][CH:5]=1)([O-:3])=[O:2] |f:1.2|. Starting materials: BrC=1C=CC(=C(C(=O)O)C1)OC (5-bromo-2-methoxybenzoic acid), C(C1=CC=CC=C1)N (benzylamine), CCN=C=NCCCN(C)C (EDCI), C=1C=CC2=C(C1)N=NN2O (HOBt), N(CC)(C(C)C)C(C)C (NEtiPr2). The solvent is C(Cl)Cl (CH2Cl2), CN(C)C=O (DMF). The product is C(C1=CC=CC=C1)NC(C1=C(C=CC(=C1)Br)OC)=O (N-benzyl-5-bromo-2-methoxybenzamide). Isolated yield 90.4%. RXN SMILES: [Br:1][C:2]1[CH:3]=[CH:4][C:5]([O:11][CH3:12])=[C:6]([CH:10]=1)[C:7]([OH:9])=O.[CH2:13]([NH2:20])[C:14]1[CH:19]=[CH:18][CH:17]=[CH:16][CH:15]=1.CCN=C=NCCCN(C)C.C1C=CC2N(O)N=NC=2C=1.N(C(C)C)(C(C)C)CC>CN(C=O)C.C(Cl)Cl>[CH2:13]([NH:20][C:7](=[O:9])[C:6]1[CH:10]=[C:2]([Br:1])[CH:3]=[CH:4][C:5]=1[O:11][CH3:12])[C:14]1[CH:19]=[CH:18][CH:17]=[CH:16][CH:15]=1. Reported procedure: To an ice bath cooled mixture of 5-bromo-2-methoxybenzoic acid (439 mg, 1.9 mmol) in 1:1 CH2Cl2:DMF (4 mL) was added benzylamine (0.228 mL, 2.1 mmol), EDCI (438 mg, 2.3 mmol), HOBt (311 mg, 2.3 mmol) and NEtiPr2 (0.496 mL, 2.85 mmol). The mixture was then stirred at room temperature until the reaction was complete. Extractive work up with ethyl acetate, washing with saturated aqueous NaHCO3, H2O, saturated aqueous KHSO4 and brine, gave the title compound (550 mg) after isolation which was carrie... The reactants are Compounds 9-16, NC1=C(C=C(C=C1)[N+](=O)[O-])O (2-amino-5-nitrophenol), CS(=O)(=O)Cl (MsCl), Cl (HCl), [OH-].[Na+] (NaOH), [H-].[Na+] (NaH), alkyl, Cl (HCl). Run in O (H2O), CN(C)C=O (DMF). Reaction conditions: time 30 minute. Product: C(CCCCC)OC1=C(N)C=CC(=C1)[N+](=O)[O-] (2-Hexyloxy-4-nitroaniline). RXN SMILES: [H-].[Na+].[NH2:3][C:4]1[CH:9]=[CH:8][C:7]([N+:10]([O-:12])=[O:11])=[CH:6][C:5]=1[OH:13].CS(Cl)(=O)=O.Cl.[OH-].[Na+]>CN(C=O)C.O>[CH2:8]([O:13][C:5]1[CH:6]=[C:7]([N+:10]([O-:12])=[O:11])[CH:8]=[CH:9][C:4]=1[NH2:3])[CH2:9][CH2:4][CH2:5][CH2:6][CH3:7] |f:0.1,5.6|. Procedure: General Procedure for the Preparation of the base compound and Compounds 9-16. NaH (95% powder, 0.265 g, 10.5 mmol, 3.5 equiv) was added to a solution of alkyl instituted 2-amino-5-nitrophenol (3.0 mmol) in anhydrous DMF (8 mL) at room temperature. After being stirred at the same temperature for 30 min, MsCl (1.031 g, 9.0 mmol, 3 equiv) was added to the mixture, and the stirring was continued overnight at room temperature. H2O was added to the mixture, and then it was neutralized with 5 N HCl un... Reactants: C1CCOC1, CCCS(=O)c1cc(C(=O)OC)cc(NC(C)CC)n1, [Li+], [OH-]. Product: CCCS(=O)c1cc(C(=O)O)cc(NC(C)CC)n1. RXN SMILES: [CH2:23]1[O:24][CH2:25][CH2:26][CH2:27]1.[CH3:3][O:4][C:5]([c:6]1[cH:7][c:8]([NH:17][CH:18]([CH3:19])[CH2:20][CH3:21])[n:9][c:10]([S:12](=[O:13])[CH2:14][CH2:15][CH3:16])[cH:11]1)=[O:22].[Li+:1].[OH-:2]>>[O:4]=[C:5]([c:6]1[cH:7][c:8]([NH:17][CH:18]([CH3:19])[CH2:20][CH3:21])[n:9][c:10]([S:12](=[O:13])[CH2:14][CH2:15][CH3:16])[cH:11]1)[OH:22]. Reactants: BrCCCCC(=O)O (5-bromopentanoic acid), C(C1=CC=CC=C1)O (benzyl alcohol). The reagents and catalysts are C1(=CC=C(C=C1)S(=O)(=O)O)C (p-toluenesulphonic acid). Run in C1(=CC=CC=C1)C (toluene). Yields the product BrCCCCC(=O)OCC1=CC=CC=C1 (benzyl 5-bromopentanoate). Yield: 95.9%. As a reaction SMILES: [Br:1][CH2:2][CH2:3][CH2:4][CH2:5][C:6]([OH:8])=[O:7].[CH2:9](O)[C:10]1[CH:15]=[CH:14][CH:13]=[CH:12][CH:11]=1>C1(C)C=CC=CC=1.C1(C)C=CC(S(O)(=O)=O)=CC=1>[Br:1][CH2:2][CH2:3][CH2:4][CH2:5][C:6]([O:8][CH2:9][C:10]1[CH:15]=[CH:14][CH:13]=[CH:12][CH:11]=1)=[O:7]. Procedure details: This compound was prepared from 5-bromopentanoic acid (1.81 g; 10.0 mmol), benzyl alcohol (1.62 g; 15.0 mmol), and p-toluenesulphonic acid (50 mg) in toluene (100 mL) using Procedure B. 2.60 g (96%) product was obtained (clear oil). The product was used in 8c without further purification.